The task is: describe an organic reaction: reactants, conditions, products, and yield. This data is from the Open Reaction Database (ORD), a public repository of structured organic reaction records. The reactants are CC#N, [Mg+2], Nc1cccc2c1COC2=O, O=S(=O)([O-])[O-], O=Cc1ccc2ncccc2c1. Product: O=C1OCc2c(N=Cc3ccc4ncccc4c3)cccc21. As a reaction SMILES: [CH3:30][C:31]#[N:32].[Mg+2:24].[NH2:13][c:14]1[c:15]2[c:19]([cH:20][cH:21][cH:22]1)[C:18](=[O:23])[O:17][CH2:16]2.[O-:25][S:26](=[O:27])(=[O:28])[O-:29].[n:1]1[cH:2][cH:3][cH:4][c:5]2[cH:6][c:7]([CH:11]=[O:12])[cH:8][cH:9][c:10]12>>[n:1]1[cH:2][cH:3][cH:4][c:5]2[cH:6][c:7]([CH:11]=[N:13][c:14]3[c:15]4[c:19]([cH:20][cH:21][cH:22]3)[C:18](=[O:23])[O:17][CH2:16]4)[cH:8][cH:9][c:10]12. Reactants: COC=1C=C(C(=O)N2CC(CC2)(C2=CC(=C(C=C2)F)F)CCN2CCC(CC2)NC2=NC3=C(N2)C=CC=C3)C=C(C1OC)OC (1-(3,4,5-trimethoxybenzoyl)-3-(2-(4-(1H-benzimidazol-2-yl-amino)piperidin-1-yl)ethyl)-3-(3,4-difluorophenyl) pyrrolidine), Cl.C(C1=CC=CC=C1)N1C(=NC=C1)CCl (1-benzyl-1H-imidazol-2-ylmethylchloride hydrochloride). The product is COC=1C=C(C(=O)N2CC(CC2)(C2=CC(=C(C=C2)F)F)CCN2CCC(CC2)NC2=NC3=C(N2CC=2N(C=CN2)CC2=CC=CC=C2)C=CC=C3)C=C(C1OC)OC (1-(3,4,5-trimethoxybenzoyl)-3-(2-(4-(1-(1-benzyl-1H-imidazol-2-ylmethyl)-1H-benzimidazol-2-yl-amino)piperidin-1-yl)ethyl)-3-(3,4-difluorophenyl)pyrrolidine). RXN SMILES: [CH3:1][O:2][C:3]1[CH:4]=[C:5]([CH:39]=[C:40]([O:44][CH3:45])[C:41]=1[O:42][CH3:43])[C:6]([N:8]1[CH2:12][CH2:11][C:10]([CH2:21][CH2:22][N:23]2[CH2:28][CH2:27][CH:26]([NH:29][C:30]3[NH:34][C:33]4[CH:35]=[CH:36][CH:37]=[CH:38][C:32]=4[N:31]=3)[CH2:25][CH2:24]2)([C:13]2[CH:18]=[CH:17][C:16]([F:19])=[C:15]([F:20])[CH:14]=2)[CH2:9]1)=[O:7].Cl.[CH2:47]([N:54]1[CH:58]=[CH:57][N:56]=[C:55]1[CH2:59]Cl)[C:48]1[CH:53]=[CH:52][CH:51]=[CH:50][CH:49]=1>>[CH3:45][O:44][C:40]1[CH:39]=[C:5]([CH:4]=[C:3]([O:2][CH3:1])[C:41]=1[O:42][CH3:43])[C:6]([N:8]1[CH2:12][CH2:11][C:10]([CH2:21][CH2:22][N:23]2[CH2:28][CH2:27][CH:26]([NH:29][C:30]3[N:31]([CH2:59][C:55]4[N:54]([CH2:47][C:48]5[CH:53]=[CH:52][CH:51]=[CH:50][CH:49]=5)[CH:58]=[CH:57][N:56]=4)[C:32]4[CH:38]=[CH:37][CH:36]=[CH:35][C:33]=4[N:34]=3)[CH2:25][CH2:24]2)([C:13]2[CH:18]=[CH:17][C:16]([F:19])=[C:15]([F:20])[CH:14]=2)[CH2:9]1)=[O:7] |f:1.2|. Reported procedure: Prepare by the method of Example 37.2 using 1-(3,4,5-trimethoxybenzoyl)-3-(2-(4-(1H-benzimidazol-2-yl-amino)piperidin-1-yl)ethyl)-3-(3,4-difluorophenyl) pyrrolidine (5 mmol) and 1-benzyl-1H-imidazol-2-ylmethylchloride hydrochloride to give the title compound. The reactants are 16.7, CN1CCN(CC1)CC1=NC=2C(=NC=CC2)N1CCOCC1=CC=CC=C1 (2-[(4-methyl-1-piperazinyl)methyl]-3-[2-(phenylmethoxy)ethyl]-3H-imidazo[4,5-b]pyridine), [H][H] (hydrogen). The reagents and catalysts are [Pd] (palladium-on-charcoal). The solvent is CO (methanol). The product is CN1CCN(CC1)CC1=NC=2C(=NC=CC2)N1CCO (2-[(4-methyl-1-piperazinyl)methyl]-3H-imidazo[4,5-b]pyridine-3-ethanol). The yield is 46.1%. RXN SMILES: [CH3:1][N:2]1[CH2:7][CH2:6][N:5]([CH2:8][C:9]2[N:17]([CH2:18][CH2:19][O:20]CC3C=CC=CC=3)[C:12]3=[N:13][CH:14]=[CH:15][CH:16]=[C:11]3[N:10]=2)[CH2:4][CH2:3]1.[H][H]>[Pd].CO>[CH3:1][N:2]1[CH2:7][CH2:6][N:5]([CH2:8][C:9]2[N:17]([CH2:18][CH2:19][OH:20])[C:12]3=[N:13][CH:14]=[CH:15][CH:16]=[C:11]3[N:10]=2)[CH2:4][CH2:3]1. Procedure: A mixture of 16.7 parts of 2-[(4-methyl-1-piperazinyl)methyl]-3-[2-(phenylmethoxy)ethyl]-3H-imidazo[4,5-b]pyridine and 200 parts of methanol was hydrogenated at normal pressure and at room temperature with 3 parts of palladium-on-charcoal catalyst 10%. After the calculated amount of hydrogen was taken up, the catalyst was filtered off and the filtrate was evaporated. The residue was purified by column chromatography over silica gel using a mixture of trichloromethane and methanol, saturated with... Yields the product CC(C)c1cccc(C(C)C)c1NC(=O)CC(=O)c1ccccc1. Reactants: CC(=O)c1ccccc1, CCOCC, [Li]CCCC, CC(C)NC(C)C, CC(C)c1cccc(C(C)C)c1N=C=O. As a reaction SMILES: [CH3:13][C:14](=[O:15])[c:16]1[cH:17][cH:18][cH:19][cH:20][cH:21]1.[CH3:37][CH2:38][O:39][CH2:40][CH3:41].[CH3:8][CH2:9][CH2:10][CH2:11][Li:12].[CH:1]([NH:2][CH:3]([CH3:4])[CH3:5])([CH3:6])[CH3:7].[CH:22]([CH3:23])([CH3:24])[c:25]1[c:26]([N:34]=[C:35]=[O:36])[c:27]([CH:31]([CH3:32])[CH3:33])[cH:28][cH:29][cH:30]1>>[CH2:13]([C:14](=[O:15])[c:16]1[cH:17][cH:18][cH:19][cH:20][cH:21]1)[C:35]([NH:34][c:26]1[c:25]([CH:22]([CH3:23])[CH3:24])[cH:30][cH:29][cH:28][c:27]1[CH:31]([CH3:32])[CH3:33])=[O:36].